From a dataset of the Open Reaction Database (ORD), a public repository of structured organic reaction records. describe an organic reaction: reactants, conditions, products, and yield The reactants are CN(C)C1C(CCCC1)=O (dimethylaminocyclohexanone), Cl.COC=1C=C(C=CC1)NN (3-methoxyphenylhydrazine hydrochloride), 4-N, Cl (hydrogen chloride). The solvent is C(C)O (ethyl alcohol), C(C)O (ethyl alcohol). The product is CN(C1CCC=2NC3=CC(=CC=C3C2C1)OC)C (3-(dimethylamino)-7-methoxy-1,2,3,4-tetrahydrocarbazole). Reaction SMILES: [CH3:1][N:2]([CH:4]1[CH2:9][CH2:8][CH2:7][CH2:6][C:5]1=O)[CH3:3].Cl.[CH3:12][O:13][C:14]1[CH:15]=[C:16]([NH:20]N)[CH:17]=[CH:18][CH:19]=1.Cl>C(O)C>[CH3:1][N:2]([CH3:3])[CH:4]1[CH2:9][C:8]2[C:17]3[C:16](=[CH:15][C:14]([O:13][CH3:12])=[CH:19][CH:18]=3)[NH:20][C:7]=2[CH2:6][CH2:5]1 |f:1.2|. Procedure details: A solution of 7 g. of dimethylaminocyclohexanone and 8.4 g. of 3-methoxyphenylhydrazine hydrochloride in 40 ml. of absolute ethyl alcohol and 12 ml. of 4-N hydrogen chloride in ethyl alcohol was heated under reflux for two hours. The reaction mixture was allowed to stand for sixteen hours, filtered, and the filtrate was evaporated to dryness under reduced pressure. The residue was taken up in water, made alkaline with dilute sodium hydroxide and extracted with ether. The ether extract was washed... The reactants are COC1=C2C(N=CNC2=CC(=C1OC)OC)=O (5,6,7-tris(methyloxy)-4(1H)-quinazolinone), O=P(Cl)(Cl)Cl (POCl3). Reagents/catalysts: CN(C)C=O (DMF). Conditions: temperature 100 celsius, time 1 hour. The product is ClC1=NC=NC2=CC(=C(C(=C12)OC)OC)OC (4-chloro-5,6,7-tris(methyloxy)quinazoline). Yield: 89.2%. As a reaction SMILES: [CH3:1][O:2][C:3]1[C:12]([O:13][CH3:14])=[C:11]([O:15][CH3:16])[CH:10]=[C:9]2[C:4]=1[C:5](=O)[N:6]=[CH:7][NH:8]2.O=P(Cl)(Cl)[Cl:20]>CN(C=O)C>[Cl:20][C:5]1[C:4]2[C:9](=[CH:10][C:11]([O:15][CH3:16])=[C:12]([O:13][CH3:14])[C:3]=2[O:2][CH3:1])[N:8]=[CH:7][N:6]=1. Procedure details: 5,6,7-tris(methyloxy)-4(1H)-quinazolinone (0.8 g, 3.39 mmol) was treated with POCl3 (10 ml, 107 mmol) and one drop of DMF, and stirred at 100° C. for 1 hour before being concentrated. The residue was treated with saturated aqueous NaHCO3 and extracted with CH2Cl2. The organic extracts were dried (sodium sulfate) and concentrated to give 4-chloro-5,6,7-tris(methyloxy)quinazoline (770 mg, 89%) as a tan solid. 1H NMR (400 MHz, DMSO-d6) δ ppm 8.88 (s, 1 H), 7.37 (s, 1 H), 4.04 (s, 3 H), 3.94 (s, 3 H...